This data is from the Open Reaction Database (ORD), a public repository of structured organic reaction records. The task is: describe an organic reaction: reactants, conditions, products, and yield Starting materials: [OH-].[K+] (potassium hydroxide), N1(N=NC=C1)CCCCC1=CC=C(C=C1)O (4-[4-(1H-1,2,3-Triazol-1-yl)butyl]phenol), FC(C1=CC=C(C=C1)/C=C/C(=O)N)(F)F ((E)-3-(4-(Trifluoromethyl)phenyl)-2-propenamide), ClCC(=O)CCl (1,3-dichloroacetone). Reagents/catalysts: S(O)(O)(=O)=O (sulfuric acid), [Br-].C(CCC)[N+](CCCC)(CCCC)CCCC (tetra(n-butyl) ammonium bromide). Run in C1(=CC=CC=C1)C (toluene), C1(=CC=CC=C1)C (toluene), CO (methanol), O (Water), C1CCOC1 (THF). Reaction conditions: time 15 minute. Yields the product FC(C1=CC=C(C=C1)/C=C/C=1OC=C(N1)COC1=CC=C(C=C1)CCCCN1N=NC=C1)(F)F (1-[4-[4-[[2-[(E)-2-[4-(trifluoromethyl)phenyl]ethenyl]-1,3-oxazol-4-yl]methoxy]phenyl]butyl]-1H-1,2,3-triazole). Yield: 86.0%. RXN SMILES: [F:1][C:2]([F:15])([F:14])[C:3]1[CH:8]=[CH:7][C:6](/[CH:9]=[CH:10]/[C:11]([NH2:13])=[O:12])=[CH:5][CH:4]=1.Cl[CH2:17][C:18]([CH2:20]Cl)=O.[OH-].[K+].[N:24]1([CH2:29][CH2:30][CH2:31][CH2:32][C:33]2[CH:38]=[CH:37][C:36]([OH:39])=[CH:35][CH:34]=2)[CH:28]=[CH:27][N:26]=[N:25]1>C1(C)C=CC=CC=1.[Br-].C([N+](CCCC)(CCCC)CCCC)CCC.S(=O)(=O)(O)O.CO.O.C1COCC1>[F:1][C:2]([F:14])([F:15])[C:3]1[CH:4]=[CH:5][C:6](/[CH:9]=[CH:10]/[C:11]2[O:12][CH:17]=[C:18]([CH2:20][O:39][C:36]3[CH:35]=[CH:34][C:33]([CH2:32][CH2:31][CH2:30][CH2:29][N:24]4[CH:28]=[CH:27][N:26]=[N:25]4)=[CH:38][CH:37]=3)[N:13]=2)=[CH:7][CH:8]=1 |f:2.3,6.7|. Procedure: (E)-3-(4-(Trifluoromethyl)phenyl)-2-propenamide (4.00 g, 18.59 mmol) and 1,3-dichloroacetone (3.54 g, 27.89 mmol) were added to toluene (14 ml) and the mixture was subjected to refluxing azeotropic dehydration using a Dean-Stark tube for 3 hours. A solution of sulfuric acid (91 mg) in toluene (1 ml) was added at the same temperature and the mixture was further subjected to refluxing azeotropic dehydration for 3.5 hours. The reaction mixture was concentrated under reduced pressure, and THF (20 ml... As a reaction SMILES: [C:25](=[O:26])([O-:27])[O-:28].[CH3:32][c:33]1[cH:34][cH:35][cH:36][cH:37][cH:38]1.[Cl:15][c:16]1[cH:17][cH:18][c:19]([B:22]([OH:23])[OH:24])[cH:20][cH:21]1.[Cl:1][c:2]1[n:3][cH:4][n:5][c:6]([Cl:14])[c:7]1-[c:8]1[cH:9][cH:10][cH:11][cH:12][cH:13]1.[Na+:29].[Na+:30].[OH2:31].[cH:39]1[cH:40][cH:41][c:42]([P:43]([Pd:44]([P:45]([c:46]2[cH:47][cH:48][cH:49][cH:50][cH:51]2)([c:52]2[cH:53][cH:54][cH:55][cH:56][cH:57]2)[c:58]2[cH:59][cH:60][cH:61][cH:62][cH:63]2)([P:64]([c:65]2[cH:66][cH:67][cH:68][cH:69][cH:70]2)([c:71]2[cH:72][cH:73][cH:74][cH:75][cH:76]2)[c:77]2[cH:78][cH:79][cH:80][cH:81][cH:82]2)[P:83]([c:84]2[cH:85][cH:86][cH:87][cH:88][cH:89]2)([c:90]2[cH:91][cH:92][cH:93][cH:94][cH:95]2)[c:96]2[cH:97][cH:98][cH:99][cH:100][cH:101]2)([c:102]2[cH:103][cH:104][cH:105][cH:106][cH:107]2)[c:108]2[cH:109][cH:110][cH:111][cH:112][cH:113]2)[cH:114][cH:115]1>>[c:2]1(-[c:19]2[cH:18][cH:17][c:16]([Cl:15])[cH:21][cH:20]2)[n:3][cH:4][n:5][c:6]([Cl:14])[c:7]1-[c:8]1[cH:9][cH:10][cH:11][cH:12][cH:13]1. Starting materials: O=C([O-])[O-], Cc1ccccc1, OB(O)c1ccc(Cl)cc1, Clc1ncnc(Cl)c1-c1ccccc1, [Na+], [Na+], O, c1ccc(P(c2ccccc2)(c2ccccc2)[Pd](P(c2ccccc2)(c2ccccc2)c2ccccc2)(P(c2ccccc2)(c2ccccc2)c2ccccc2)P(c2ccccc2)(c2ccccc2)c2ccccc2)cc1. Yields the product Clc1ccc(-c2ncnc(Cl)c2-c2ccccc2)cc1. The reactants are N#Cc1cc(Cl)cc(Oc2c(Br)ccc(Cc3n[nH]c4nnccc34)c2F)c1, CC#N, CC(=O)Cl, CCOC(C)=O, [Na+], O=C([O-])O, O. Product: CC(=O)n1nc(Cc2ccc(Br)c(Oc3cc(Cl)cc(C#N)c3)c2F)c2ccnnc21. RXN SMILES: [Br:1][c:2]1[cH:3][cH:4][c:5]([CH2:19][c:20]2[n:21][nH:22][c:23]3[n:24][n:25][cH:26][cH:27][c:28]23)[c:6]([F:18])[c:7]1[O:8][c:9]1[cH:10][c:11]([C:12]#[N:13])[cH:14][c:15]([Cl:17])[cH:16]1.[CH3:29][C:30]#[N:31].[CH3:32][C:33]([Cl:34])=[O:35].[CH3:41][CH2:42][O:43][C:44]([CH3:45])=[O:46].[Na+:40].[O-:36][C:37]([OH:38])=[O:39].[OH2:47]>>[Br:1][c:2]1[cH:3][cH:4][c:5]([CH2:19][c:20]2[n:21][n:22]([C:33]([CH3:32])=[O:35])[c:23]3[n:24][n:25][cH:26][cH:27][c:28]23)[c:6]([F:18])[c:7]1[O:8][c:9]1[cH:10][c:11]([C:12]#[N:13])[cH:14][c:15]([Cl:17])[cH:16]1. The reactants are CC#N, O=C=Nc1ccc(Cl)cc1, CC(C)(C)C(N)C(=O)N1CCC(N2Cc3cnc(CO[Si](C)(C)C(C)(C)C)n3C2=O)CC1. The product is CC(C)(C)C(NC(=O)Nc1ccc(Cl)cc1)C(=O)N1CCC(N2Cc3cnc(CO[Si](C)(C)C(C)(C)C)n3C2=O)CC1. Reaction SMILES: [CH3:43][C:44]#[N:45].[Cl:33][c:34]1[cH:35][cH:36][c:37]([N:40]=[C:41]=[O:42])[cH:38][cH:39]1.[NH2:1][CH:2]([C:3](=[O:4])[N:5]1[CH2:6][CH2:7][CH:8]([N:11]2[C:12](=[O:28])[n:13]3[c:14]([cH:16][n:17][c:18]3[CH2:19][O:20][Si:21]([CH3:22])([CH3:23])[C:24]([CH3:25])([CH3:26])[CH3:27])[CH2:15]2)[CH2:9][CH2:10]1)[C:29]([CH3:30])([CH3:31])[CH3:32]>>[NH:1]([CH:2]([C:3](=[O:4])[N:5]1[CH2:6][CH2:7][CH:8]([N:11]2[C:12](=[O:28])[n:13]3[c:14]([cH:16][n:17][c:18]3[CH2:19][O:20][Si:21]([CH3:22])([CH3:23])[C:24]([CH3:25])([CH3:26])[CH3:27])[CH2:15]2)[CH2:9][CH2:10]1)[C:29]([CH3:30])([CH3:31])[CH3:32])[C:41]([NH:40][c:37]1[cH:36][cH:35][c:34]([Cl:33])[cH:39][cH:38]1)=[O:42].